From a dataset of the Open Reaction Database (ORD), a public repository of structured organic reaction records. describe an organic reaction: reactants, conditions, products, and yield RXN SMILES: [BH3:25].[CH2:28]1[O:29][CH2:30][CH2:31][CH2:32]1.[CH3:1][C:2]1([CH3:21])[C:3]2=[C:7]([CH2:6][C:5]([C:13](=[O:14])[OH:15])([CH2:16][CH2:17][CH2:18][CH2:19][CH3:20])[CH2:4]2)[C:8]([CH3:11])([CH3:12])[CH2:9][CH2:10]1.[CH3:22][S:23][CH3:24].[CH3:26][OH:27]>>[CH3:1][C:2]1([CH3:21])[C:3]2=[C:7]([CH2:6][C:5]([CH2:13][OH:14])([CH2:16][CH2:17][CH2:18][CH2:19][CH3:20])[CH2:4]2)[C:8]([CH3:11])([CH3:12])[CH2:9][CH2:10]1. Starting materials: B, C1CCOC1, CCCCCC1(C(=O)O)CC2=C(C1)C(C)(C)CCC2(C)C, CSC, CO. Product: CCCCCC1(CO)CC2=C(C1)C(C)(C)CCC2(C)C. The reactants are BrC=1C(=NC(=NC1)Cl)OC (5-bromo-2-chloro-4-methoxypyrimidine), NCCO (2-amino ethanol), NCCO (2-Amino ethanol). Run in C1CCOC1 (THF). Conditions: time 18 hour. Product: BrC=1C(=NC(=NC1)NCCO)OC (2-(5-Bromo-4-methoxy-pyrimidin-2-ylamino)-ethanol). Yield: 73.4%. RXN SMILES: [Br:1][C:2]1[C:3]([O:9][CH3:10])=[N:4][C:5](Cl)=[N:6][CH:7]=1.[NH2:11][CH2:12][CH2:13][OH:14]>C1COCC1>[Br:1][C:2]1[C:3]([O:9][CH3:10])=[N:4][C:5]([NH:11][CH2:12][CH2:13][OH:14])=[N:6][CH:7]=1. Procedure details: A mixture of 5-bromo-2-chloro-4-methoxypyrimidine (5 g, 22.4 mmol) and 2-amino ethanol (1.76 mL, 29.1 mmol) in THF (50 mL) was stirred for 18 h at rt. 2-Amino ethanol (2 mL) was added. The reaction mixture was stirred for 18 h at rt and concentrated. The residue was purified by flash chromatography (hexane/EtOAc, 3:2) to afford 4.08 g of the title compound. tR: 0.70 min (LC-MS 2); ESI-MS: 248.2 [M+H]+ (LC-MS 2); Rf: 0.06 (hexane/EtOAc 3:2). Starting materials: CC(=O)C1=CC=C(C=C1)OC(=O)C (4-acetoxyacetophenone), [H][H] (hydrogen). Reagents/catalysts: [Ni] (Raney nickel). Reaction conditions: temperature 60 celsius. Yields the product C(C)(=O)OC1=CC=C(C=C1)C(O)C (4-acetoxyphenyl methylcarbinol). Yield: 80.4%. Reaction SMILES: [CH3:1][C:2]([C:4]1[CH:9]=[CH:8][C:7]([O:10][C:11]([CH3:13])=[O:12])=[CH:6][CH:5]=1)=[O:3].[H][H]>[Ni]>[C:11]([O:10][C:7]1[CH:8]=[CH:9][C:4]([CH:2]([CH3:1])[OH:3])=[CH:5][CH:6]=1)(=[O:12])[CH3:13]. Procedure details: 102 g of 4-acetoxyacetophenone and 10 g of Raney nickel catalyst are charged in a 300-ml stirred reactor. The reactor is then charged with hydrogen at 500 psig and heated to 60° C. for 270 minutes. The reactor is then cooled down and the product analyzed by gas chromatography. The analysis gives 80.4% 4-acetoxyphenyl methylcarbinol. Starting materials: C(C)(=O)OC=1C=CC=2C[C@@H]3[C@@H]4C=C[C@@H]([C@H]5[C@@]4(C2C1O5)CCN3C)OCCCCOC(C)=O (6α-((4-Acetyloxy-butyl)-oxy)-4,5α-epoxy-17-methyl-morphinan-7-en-3-ol acetate). Reagents/catalysts: [Pd] (Pd). The solvent is CO (MeOH). Conditions: time 1 hour. Yields the product C(C)(=O)OC=1C=CC=2C[C@@H]3[C@@H]4CC[C@@H](C5[C@@]4(C2C1O5)CCN3C)OCCCCOC(C)=O (6α-((4-Acetyloxy-butyl)-oxy)-4,5-epoxy-17-methyl-morphinan-3-ol acetate). RXN SMILES: [C:1]([O:4][C:5]1[CH:6]=[CH:7][C:8]2[CH2:9][C@H:10]3[N:22]([CH3:23])[CH2:21][CH2:20][C@:16]45[C:17]=2[C:18]=1[O:19][C@H:15]4[C@@H:14]([O:24][CH2:25][CH2:26][CH2:27][CH2:28][O:29][C:30](=[O:32])[CH3:31])[CH:13]=[CH:12][C@@H:11]35)(=[O:3])[CH3:2]>CO.[Pd]>[C:1]([O:4][C:5]1[CH:6]=[CH:7][C:8]2[CH2:9][C@H:10]3[N:22]([CH3:23])[CH2:21][CH2:20][C@:16]45[C:17]=2[C:18]=1[O:19][CH:15]4[C@@H:14]([O:24][CH2:25][CH2:26][CH2:27][CH2:28][O:29][C:30](=[O:32])[CH3:31])[CH2:13][CH2:12][C@@H:11]35)(=[O:3])[CH3:2]. Reported procedure: 6α-((4-Acetyloxy-butyl)-oxy)-4,5α-epoxy-17-methyl-morphinan-7-en-3-ol acetate (0.288 g, 0.63 mmol) in MeOH (30 ml) mixed with 10% Pd on 0.2 g) and then agitated for 1 hour at RT under H2 (1 bar over pressure). The catalyst is removed by filtering through a filter compound and the filtrate is concentrated by rotary evaporation. The residue obtained is purified by flash chromatography (20 g silica gel; mobile phase: CH2Cl2 /MeOH=9/1). The product is dissolved in glacial acetic acid and lyophilised... Reactants: N1=C(C=CC=C1)CNC(C1=CC=C(C=C1)OCCCCCCCCCCCCCC)=O (N-(2-Pyridinylmethyl)-4-(tetradecyloxy)benzamide), C(C)I (ethyl iodide). Run at temperature 140 celsius. The product is [I-].C(C)[N+]1=C(C=CC=C1)CNC(C1=CC=C(C=C1)OCCCCCCCCCCCCCC)=O (1-Ethyl-2-[[[4-(tetradecyloxy)benzoyl]amino]methyl]pyridinium iodide). As a reaction SMILES: [N:1]1[CH:6]=[CH:5][CH:4]=[CH:3][C:2]=1[CH2:7][NH:8][C:9](=[O:31])[C:10]1[CH:15]=[CH:14][C:13]([O:16][CH2:17][CH2:18][CH2:19][CH2:20][CH2:21][CH2:22][CH2:23][CH2:24][CH2:25][CH2:26][CH2:27][CH2:28][CH2:29][CH3:30])=[CH:12][CH:11]=1.[CH2:32]([I:34])[CH3:33]>>[I-:34].[CH2:32]([N+:1]1[CH:6]=[CH:5][CH:4]=[CH:3][C:2]=1[CH2:7][NH:8][C:9](=[O:31])[C:10]1[CH:11]=[CH:12][C:13]([O:16][CH2:17][CH2:18][CH2:19][CH2:20][CH2:21][CH2:22][CH2:23][CH2:24][CH2:25][CH2:26][CH2:27][CH2:28][CH2:29][CH3:30])=[CH:14][CH:15]=1)[CH3:33] |f:2.3|. Procedure details: A mixture of 1.0 g of product from Example 4 and 9.42 ml of ethyl iodide is heated, in a sealed dark tube, at 140° C. for 20 hours. The cooled reaction mixture is concentrated in vacuo, the residue purified by column chromatography (silica gel:10% methyl alcohol/chloroform) and recrystallized from 5% chloroform/methyl alcohol to give 0.96 g of the desired product. Reactants: COC(C1=C(C=C(C(=C1)Cl)I)OC)=O (5-Chloro-4-iodo-2-methoxy-benzoic acid methyl ester), [OH-].[Na+] (sodium hydroxide). Run in CO (methanol). Product: ClC=1C(=CC(=C(C(=O)O)C1)OC)I (5-Chloro-4-iodo-2-methoxy-benzoic acid). Yield: 91.9%. Reaction SMILES: C[O:2][C:3](=[O:14])[C:4]1[CH:9]=[C:8]([Cl:10])[C:7]([I:11])=[CH:6][C:5]=1[O:12][CH3:13].[OH-].[Na+]>CO>[Cl:10][C:8]1[C:7]([I:11])=[CH:6][C:5]([O:12][CH3:13])=[C:4]([CH:9]=1)[C:3]([OH:14])=[O:2] |f:1.2|. Reported procedure: A mixture od 5-chloro-4-iodo-2-methoxy benzoic acid methyl ester of Step B (3.00 g, 9.19 mmol) and sodium hydroxide (1.10 g, 27.6 mmol) in methanol (92 mL) was refluxed for 12 hours. The reaction was cooled to room temperature and the solvent evaporated. The residue was dissolved in 1 N sodium hydroxide (75 mL), the solution washed with diethyl ether and the organic washings discarded. The aqueous phase was acidified with 2 N hydrochloric acid and extracted with diethyl ether. The combined extra... The reactants are FC(C=1C=C(C=C(C1)C(F)(F)F)[C@@H]1[C@@H](N(C(O1)=O)CC1=C(C=CC(=C1)OC(F)(F)F)N(C(=O)[C@@H]1CC[C@H](CC1)CC(=O)OCC)CC)C)(F)F (Ethyl (trans-4-{[[2-({(4S,5R)-5-[3,5-bis(trifluoromethyl)phenyl]-4-methyl-2-oxo-1,3-oxazolidin-3-yl}methyl)-4-(trifluoromethoxy)phenyl](ethyl)amino]carbonyl}cyclohexyl)acetate), [OH-].[K+] (KOH). The product is FC(C=1C=C(C=C(C1)C(F)(F)F)[C@@H]1[C@@H](N(C(O1)=O)CC1=C(C=CC(=C1)OC(F)(F)F)N(C(=O)[C@@H]1CC[C@H](CC1)CC(=O)O)CC)C)(F)F ((trans-4-{[[2-({(4S,5R)-5-[3,5-bis(trifluoromethyl)phenyl]-4-methyl-2-oxo-1,3-oxazolidin-3-yl}methyl)-4-(trifluoromethoxy)phenyl](ethyl)amino]carbonyl}cyclohexyl)acetic acid). RXN SMILES: [F:1][C:2]([F:50])([F:49])[C:3]1[CH:4]=[C:5]([C@H:13]2[O:17][C:16](=[O:18])[N:15]([CH2:19][C:20]3[CH:25]=[C:24]([O:26][C:27]([F:30])([F:29])[F:28])[CH:23]=[CH:22][C:21]=3[N:31]([CH2:46][CH3:47])[C:32]([C@H:34]3[CH2:39][CH2:38][C@H:37]([CH2:40][C:41]([O:43]CC)=[O:42])[CH2:36][CH2:35]3)=[O:33])[C@H:14]2[CH3:48])[CH:6]=[C:7]([C:9]([F:12])([F:11])[F:10])[CH:8]=1.[OH-].[K+]>>[F:12][C:9]([F:10])([F:11])[C:7]1[CH:6]=[C:5]([C@H:13]2[O:17][C:16](=[O:18])[N:15]([CH2:19][C:20]3[CH:25]=[C:24]([O:26][C:27]([F:30])([F:28])[F:29])[CH:23]=[CH:22][C:21]=3[N:31]([CH2:46][CH3:47])[C:32]([C@H:34]3[CH2:39][CH2:38][C@H:37]([CH2:40][C:41]([OH:43])=[O:42])[CH2:36][CH2:35]3)=[O:33])[C@H:14]2[CH3:48])[CH:4]=[C:3]([C:2]([F:1])([F:50])[F:49])[CH:8]=1 |f:1.2|. Procedure details: Ethyl (trans-4-{[[2-({(4S,5R)-5-[3,5-bis(trifluoromethyl)phenyl]-4-methyl-2-oxo-1,3-oxazolidin-3-yl}methyl)-4-(trifluoromethoxy)phenyl](ethyl)amino]carbonyl}cyclohexyl)acetate (100 mg; 0.138 mmol) was treated with 4 M KOH (1 mL) as in EXAMPLE 87 to afford (trans-4-{[[2-({(4S,5R)-5-[3,5-bis(trifluoromethyl)phenyl]-4-methyl-2-oxo-1,3-oxazolidin-3-yl}methyl)-4-(trifluoromethoxy)phenyl](ethyl)amino]carbonyl}cyclohexyl)acetic acid as a white solid. LCMS=699.0 (M+1)+. 1H NMR (CDCl3, 500 MHz, mixture o... Reactants: COC(=O)c1ccc(C(=O)c2ccccc2)[nH]1, O=C([O-])c1ccc(C(=O)c2ccccc2)[nH]1, CO, Cl, [Na+], [Na+], [Na], [OH-]. The product is O=C(O)c1ccc(C(=O)c2ccccc2)[nH]1. RXN SMILES: [C:1]([c:2]1[cH:3][cH:4][cH:5][cH:6][cH:7]1)(=[O:8])[c:9]1[cH:10][cH:11][c:12]([C:14](=[O:15])[O:16][CH3:17])[nH:13]1.[C:20]([c:21]1[nH:22][c:23]([C:24]([O-:25])=[O:26])[cH:27][cH:28]1)(=[O:29])[c:30]1[cH:31][cH:32][cH:33][cH:34][cH:35]1.[CH3:39][OH:40].[ClH:38].[Na+:19].[Na+:36].[Na:37].[OH-:18]>>[C:1]([c:2]1[cH:3][cH:4][cH:5][cH:6][cH:7]1)(=[O:8])[c:9]1[cH:10][cH:11][c:12]([C:14](=[O:15])[OH:16])[nH:13]1. Starting materials: C(C)(C)(C)OC(=O)N1CC2=CC=C(C=C2CC1)C(=O)O (2-(tert-butoxycarbonyl)-1,2,3,4-tetrahydroisoquinoline-6-carboxylic acid), NC1=CC=CC=C1 (aniline), TEA, solution, C(CC)P1(OP(OP(O1)(=O)CCC)(=O)CCC)=O (T3P), CN(C)C=O (DMF). Solvent: CCOC(=O)C (EtOAc). Conditions: time 24 hour. The product is C1(=CC=CC=C1)NC(=O)C=1C=C2CCN(CC2=CC1)C(=O)OC(C)(C)C (tert-Butyl 6-(phenylcarbamoyl)-3,4-dihydroisoquinoline-2(1H)-carboxylate). Yield: 93.7%. RXN SMILES: [C:1]([O:5][C:6]([N:8]1[CH2:17][CH2:16][C:15]2[C:10](=[CH:11][CH:12]=[C:13]([C:18](O)=[O:19])[CH:14]=2)[CH2:9]1)=[O:7])([CH3:4])([CH3:3])[CH3:2].[NH2:21][C:22]1[CH:27]=[CH:26][CH:25]=[CH:24][CH:23]=1.C(P1(=O)OP(CCC)(=O)OP(CCC)(=O)O1)CC.CN(C=O)C>CCOC(C)=O>[C:22]1([NH:21][C:18]([C:13]2[CH:14]=[C:15]3[C:16](=[CH:11][CH:12]=2)[CH2:17][N:8]([C:6]([O:5][C:1]([CH3:4])([CH3:2])[CH3:3])=[O:7])[CH2:9][CH2:10]3)=[O:19])[CH:27]=[CH:26][CH:25]=[CH:24][CH:23]=1. Procedure: To 2-(tert-butoxycarbonyl)-1,2,3,4-tetrahydroisoquinoline-6-carboxylic acid (0.2 g, 0.721 mmol) and aniline (0.066 mL, 0.721 mmol) and TEA (0.251 mL, 1.803 mmol) in EtOAc (5 mL) was added a 50% solution of T3P in DMF (0.408 mL, 1.442 mmol). After 24 h, the reaction was partitioned with dilute HCl (10 mL) and EtOAc (20 mL). The organic layer was washed with brine (10 mL) and dried (MgSO4). Purification by silica gel chromatography afforded 0.238 g of Intermediate 19A. MS (ESI) m/z: 352.9 (M+H)+.